From a dataset of the Open Reaction Database (ORD), a public repository of structured organic reaction records. describe an organic reaction: reactants, conditions, products, and yield Reactants: OCCCCl, CCOC(=O)N=NC(=O)OCC, C1CCOC1, Oc1ccccc1C=Cc1cccc2[nH]ccc12. The product is ClCCCOc1ccccc1C=Cc1cccc2[nH]ccc12. Reaction SMILES: [Cl:31][CH2:32][CH2:33][CH2:34][OH:35].[O:19]=[C:20]([O:21][CH2:22][CH3:23])[N:24]=[N:25][C:26]([O:27][CH2:28][CH3:29])=[O:30].[O:36]1[CH2:37][CH2:38][CH2:39][CH2:40]1.[nH:1]1[cH:2][cH:3][c:4]2[c:5]([CH:10]=[CH:11][c:12]3[c:13]([OH:18])[cH:14][cH:15][cH:16][cH:17]3)[cH:6][cH:7][cH:8][c:9]12>>[nH:1]1[cH:2][cH:3][c:4]2[c:5]([CH:10]=[CH:11][c:12]3[c:13]([O:18][CH2:34][CH2:33][CH2:32][Cl:31])[cH:14][cH:15][cH:16][cH:17]3)[cH:6][cH:7][cH:8][c:9]12. Reactants: OC=1C=C(C=CC1)C12CCCC(N(C1C)C)C2 (1-(3-hydroxyphenyl)-6,7-dimethyl-6-azabicyclo[3,2,1]octane), Cl.C(C1=CN=CC=C1)(=O)Cl (nicotinoyl chloride hydrochloride). The solvent is N1=CC=CC=C1 (pyridine). Run at time 8 hour. Yields the product O.Cl.Cl.C(C1=CN=CC=C1)(=O)OC=1C=C(C=CC1)C12CCCC(N(C1C)C)C2.C(C2=CN=CC=C2)(=O)OC=2C=C(C=CC2)C21CCCC(N(C2C)C)C1.Cl.Cl (1-(3-nicotinoyloxyphenyl)-6,7-dimethyl-6-azabicyclo[3,2,1]octane dihydrochloride hemihydrate). Yield: 61.0%. As a reaction SMILES: [OH:1][C:2]1[CH:3]=[C:4]([C:8]23[CH2:17][CH:12]([N:13]([CH3:16])[CH:14]2[CH3:15])[CH2:11][CH2:10][CH2:9]3)[CH:5]=[CH:6][CH:7]=1.[ClH:18].[C:19]([Cl:27])(=[O:26])[C:20]1[CH:25]=[CH:24][CH:23]=[N:22][CH:21]=1>N1C=CC=CC=1>[OH2:1].[ClH:27].[ClH:18].[C:19]([O:1][C:2]1[CH:3]=[C:4]([C:8]23[CH2:17][CH:12]([N:13]([CH3:16])[CH:14]2[CH3:15])[CH2:11][CH2:10][CH2:9]3)[CH:5]=[CH:6][CH:7]=1)(=[O:26])[C:20]1[CH:25]=[CH:24][CH:23]=[N:22][CH:21]=1.[C:19]([O:1][C:2]1[CH:3]=[C:4]([C:8]23[CH2:17][CH:12]([N:13]([CH3:16])[CH:14]2[CH3:15])[CH2:11][CH2:10][CH2:9]3)[CH:5]=[CH:6][CH:7]=1)(=[O:26])[C:20]1[CH:25]=[CH:24][CH:23]=[N:22][CH:21]=1.[ClH:27].[ClH:27] |f:1.2,4.5.6.7.8.9.10|. Reported procedure: To a solution of 0.231 g of 1-(3-hydroxyphenyl)-6,7-dimethyl-6-azabicyclo[3,2,1]octane in 4 ml of pyridine is added 0.376 g of nicotinoyl chloride hydrochloride under icecooling. The solution is stirred at room temperature overnight. Then, the solution is concentrated under reduced pressure. The resudue thus obtained is washed with ether, and then recrystallized from a mixture of ethanol, acetone and ether. 0.17 g of 1-(3-nicotinoyloxyphenyl)-6,7-dimethyl-6-azabicyclo[3,2,1]octane dihydrochlorid... Starting materials: FF (fluorine), crude product, ClC1=CC=C(C=C1)CC(C(=O)OC)=O (methyl 3-(4-chlorophenyl)pyruvate). Run in C(C)#N (acetonitrile). Product: ClC1=CC=C(C=C1)C(C(C(=O)OC)=O)F (methyl 3-(4-chlorophenyl)-3-fluoropyruvate). Reaction SMILES: [F:1]F.[Cl:3][C:4]1[CH:9]=[CH:8][C:7]([CH2:10][C:11](=[O:16])[C:12]([O:14][CH3:15])=[O:13])=[CH:6][CH:5]=1>C(#N)C>[Cl:3][C:4]1[CH:5]=[CH:6][C:7]([CH:10]([F:1])[C:11](=[O:16])[C:12]([O:14][CH3:15])=[O:13])=[CH:8][CH:9]=1. Reported procedure: In the same manner as in Example 1, methyl 3-(4-chlorophenyl)pyruvate is dissolved in acetonitrile (500 ml) and reacted with fluorine at -10° C. After the same work-up as in Example 1, the resulting crude product is rectified to give syrupy methyl 3-(4-chlorophenyl)-3-fluoropyruvate (7.49 g).